The task is: describe an organic reaction: reactants, conditions, products, and yield. This data is from the Open Reaction Database (ORD), a public repository of structured organic reaction records. As a reaction SMILES: [N-:1]=[N+:2]=[N-:3].[Na+].[Cl-].[NH4+].[C:7]([O:11][C:12]([N:14]1[CH2:19][CH2:18][CH2:17][CH:16](OS(C)(=O)=O)[CH2:15]1)=[O:13])([CH3:10])([CH3:9])[CH3:8]>CN(C=O)C.O>[C:7]([O:11][C:12]([N:14]1[CH2:19][CH2:18][CH2:17][CH:16]([N:1]=[N+:2]=[N-:3])[CH2:15]1)=[O:13])([CH3:10])([CH3:8])[CH3:9] |f:0.1,2.3|. Reactants: [N-]=[N+]=[N-].[Na+] (Sodium azide), [Cl-].[NH4+] (ammonium chloride), C(C)(C)(C)OC(=O)N1CC(CCC1)OS(=O)(=O)C (1-(tert-butoxy carbonyl)3-[(methylsulphonyl)oxy]piperidine). Isolated yield 56.8%. Yields the product C(C)(C)(C)OC(=O)N1CC(CCC1)N=[N+]=[N-] (1-(tert-Butoxy-carbonyl)-3-azidopiperidine). Run at temperature 125 celsius. The solvent is CN(C)C=O (DMF), O (water), O (water). Reported procedure: Sodium azide (6.96 g, 0.107 mol) and ammonium chloride (2.13 g, 0.0399 mol) were added to a solution of 1-(tert-butoxy carbonyl)3-[(methylsulphonyl)oxy]piperidine (10 g, 0.0358 mol) in DMF (75 ml) and water (12.5 ml). The mixture was heated overnight at 125° C. under stirring, cooled and diluted with water and extracted with chloroform. The organic layer was washed with water, dried over Na2SO4 and concentrated to give 4.6 g of thin reddish brown oil. 1H NMR (CDCl3) δ: 2.80-4.30 (m, 5H), 1.60-2.... Reactants: O=C([O-])[O-], CCOCC, Clc1ccncc1, ClCCl, Cl, [K+], [K+], Oc1cccc2ccccc12, c1ccncc1. The product is c1ccc2c(Oc3ccncc3)cccc2c1. Reaction SMILES: [C:20](=[O:21])([O-:22])[O-:23].[CH3:35][CH2:36][O:37][CH2:38][CH3:39].[Cl:13][c:14]1[cH:15][cH:16][n:17][cH:18][cH:19]1.[Cl:32][CH2:33][Cl:34].[ClH:12].[K+:24].[K+:25].[OH:1][c:2]1[cH:3][cH:4][cH:5][c:6]2[cH:7][cH:8][cH:9][cH:10][c:11]12.[cH:26]1[cH:27][cH:28][n:29][cH:30][cH:31]1>>[O:1]([c:2]1[cH:3][cH:4][cH:5][c:6]2[cH:7][cH:8][cH:9][cH:10][c:11]12)[c:14]1[cH:15][cH:16][n:17][cH:18][cH:19]1.